This data is from the Open Reaction Database (ORD), a public repository of structured organic reaction records. The task is: describe an organic reaction: reactants, conditions, products, and yield Reaction SMILES: [C:1]([C:3]1[CH:8]=[CH:7][C:6]([C:9]2[CH:10]=[N:11][N:12]([C:15]3[CH:23]=[CH:22][C:18]([C:19](O)=[O:20])=[CH:17][N:16]=3)[C:13]=2[OH:14])=[C:5]([CH3:24])[CH:4]=1)#[N:2].Cl.Cl.[CH3:27][C@H:28]1[CH2:33][NH:32][CH2:31][CH2:30][N:29]1[CH2:34][CH2:35][CH3:36]>>[OH:14][C:13]1[N:12]([C:15]2[CH:23]=[CH:22][C:18]([C:19]([N:32]3[CH2:31][CH2:30][N:29]([CH2:34][CH2:35][CH3:36])[C@@H:28]([CH3:27])[CH2:33]3)=[O:20])=[CH:17][N:16]=2)[N:11]=[CH:10][C:9]=1[C:6]1[CH:7]=[CH:8][C:3]([C:1]#[N:2])=[CH:4][C:5]=1[CH3:24] |f:1.2.3|. Reported procedure: The title compound was prepared in a manner similar to Example 112 using 6-(4-(4-cyano-2-methylphenyl)-5-hydroxy-1H-pyrazol-1-yl)nicotinic acid and (S)-2-methyl-1-propylpiperazine dihydrochloride. 1H NMR (500 MHz, DMSO-d6) δ ppm 0.86 (t, J=7.32 Hz, 3H) 0.90-1.15 (m, 3H) 1.35-1.56 (m, 2H) 2.31-2.41 (m, 2H) 2.43 (s, 3H) 2.58-2.73 (m, 2H) 2.81-3.01 (m, 1H) 3.02-3.17 (m, 2H) 3.44-3.65 (m, 1H) 4.02 (br. s., 1H) 7.62 (dd, J=8.05, 1.71 Hz, 1H) 7.69 (d, J=0.98 Hz, 1H) 7.86 (d, J=7.81 Hz, 1H) 8.03 (dd, J... The product is OC1=C(C=NN1C1=NC=C(C=C1)C(=O)N1C[C@@H](N(CC1)CCC)C)C1=C(C=C(C#N)C=C1)C ((S)-4-(5-hydroxy-1-(5-(3-methyl-4-propylpiperazine-1-carbonyl)pyridin-2-yl)-1H-pyrazol-4-yl)-3-methylbenzonitrile). Reactants: C(#N)C1=CC(=C(C=C1)C=1C=NN(C1O)C1=NC=C(C(=O)O)C=C1)C (6-(4-(4-cyano-2-methylphenyl)-5-hydroxy-1H-pyrazol-1-yl)nicotinic acid), Cl.Cl.C[C@@H]1N(CCNC1)CCC ((S)-2-methyl-1-propylpiperazine dihydrochloride).